Task: describe an organic reaction: reactants, conditions, products, and yield. Dataset: the Open Reaction Database (ORD), a public repository of structured organic reaction records Procedure details: t-Butyl (R)-2-(3-(3-benzyloxybenzyl)-2-oxoimidazolidin-1-yl)-3-methylbutyrate (102 mg; 0.23 mmol) was dissolved in CH2Cl2 (2 ml) and cooled to 0° C. Trifluoroacetic acid (TFA; 1 ml) was added, and the mixture was stirred for 2 h. The solvents were removed under reduced pressure, and the residue was taken up in tetrahydrofuran (THF; 2 ml). DIEA (0.16 ml; 0.93 mmol) and ethyl chloroformate (67 μl; 0.69 mmol) were added. After stirring at RT for 2 h, O-trimethylsilylhydroxylamine (0.10 ml; 1.39 mmo... The yield is 8.7%. Conditions: temperature 0 celsius, time 2 hour. Run in C(Cl)Cl (CH2Cl2). RXN SMILES: [CH2:1]([O:8][C:9]1[CH:10]=[C:11]([CH:30]=[CH:31][CH:32]=1)[CH2:12][N:13]1[CH2:17][CH2:16][N:15]([C@H:18]([CH:26]([CH3:28])[CH3:27])[C:19](OC(C)(C)C)=[O:20])[C:14]1=[O:29])[C:2]1[CH:7]=[CH:6][CH:5]=[CH:4][CH:3]=1.FC(F)(F)C(O)=O.CCN(C(C)C)C(C)C.ClC(OCC)=O.C[Si](C)(C)[O:57][NH2:58].Cl>C(Cl)Cl>[CH2:1]([O:8][C:9]1[CH:10]=[C:11]([CH:30]=[CH:31][CH:32]=1)[CH2:12][N:13]1[CH2:17][CH2:16][N:15]([C@H:18]([CH:26]([CH3:27])[CH3:28])[C:19]([NH:58][OH:57])=[O:20])[C:14]1=[O:29])[C:2]1[CH:3]=[CH:4][CH:5]=[CH:6][CH:7]=1. The product is C(C1=CC=CC=C1)OC=1C=C(CN2C(N(CC2)[C@@H](C(=O)NO)C(C)C)=O)C=CC1 ((R)-2-(3-(3-benzyloxybenzyl)-2-oxoimidazolidin-1-yl)-N-hydroxy-3-methylbutyramide). Starting materials: FC(C(=O)O)(F)F (Trifluoroacetic acid), C[Si](ON)(C)C (O-trimethylsilylhydroxylamine), C(C1=CC=CC=C1)OC=1C=C(CN2C(N(CC2)[C@@H](C(=O)OC(C)(C)C)C(C)C)=O)C=CC1 (t-Butyl (R)-2-(3-(3-benzyloxybenzyl)-2-oxoimidazolidin-1-yl)-3-methylbutyrate), CCN(C(C)C)C(C)C (DIEA), ClC(=O)OCC (ethyl chloroformate), Cl (HCl). Starting materials: C1(=CC=CC=C1)S(=O)(=O)NC1=C(C2=C(S1)CCCC2)C(=O)OCC (ethyl 2-benzenesulphonylamino-4,5,6,7-tetrahydro-benzo[b]thiophene-3-carboxylate), NC1=C(C2=C(S1)CCCC2)C(=O)OCC (ethyl 2-amino-4,5,6,7-tetrahydrobenzo[b]thiophene-3-carboxylate), FC1=CC=C(C=C1)S(=O)(=O)Cl (4-fluorobenzene-sulphonyl chloride). The product is FC1=CC=C(C=C1)S(=O)(=O)NC1=C(C2=C(S1)CCCC2)C(=O)OCC (Ethyl 2-(4-fluorobenzenesulphonylamino)-4,5,6,7-tetrahydrobenzo[b]thiophene-3-carboxylate). RXN SMILES: [C:1]1([S:7]([NH:10][C:11]2[S:15][C:14]3[CH2:16][CH2:17][CH2:18][CH2:19][C:13]=3[C:12]=2[C:20]([O:22][CH2:23][CH3:24])=[O:21])(=[O:9])=[O:8])[CH:6]=[CH:5][CH:4]=[CH:3][CH:2]=1.NC1SC2CCCCC=2C=1C(OCC)=O.[F:40]C1C=CC(S(Cl)(=O)=O)=CC=1>>[F:40][C:4]1[CH:3]=[CH:2][C:1]([S:7]([NH:10][C:11]2[S:15][C:14]3[CH2:16][CH2:17][CH2:18][CH2:19][C:13]=3[C:12]=2[C:20]([O:22][CH2:23][CH3:24])=[O:21])(=[O:9])=[O:8])=[CH:6][CH:5]=1. Procedure details: Prepared by proceeding in a similar manner to Intermediate 1, starting from ethyl 2-amino-4,5,6,7-tetrahydrobenzo[b]thiophene-3-carboxylate and 4-fluorobenzene-sulphonyl chloride Starting materials: O.O.O.O.O.O.O.O.O.O.B([O-])([O-])[O-].[Na+].[Na+].[Na+] (sodium borate decahydrate), Cl[O-].[Na+] (sodium hypochlorite), C(CCC)[N+](CCCC)(CCCC)CCCC.O=C1N(C[C@@H]1NC(=O)OCC1=CC=CC=C1)S(=O)(=O)[O-] ((S)-2-Oxo-3-[[(phenylmethoxy)carbonyl]amino]-1-azetidinesulfonic acid, tetrabutylammonium salt). Solvent: O (water), C(Cl)Cl (methylene chloride), P(=O)([O-])([O-])[O-].[K+].[K+].[K+] (potassium phosphate). Run at time 55 minute. Yields the product C(CCC)[N+](CCCC)(CCCC)CCCC.O=C1N(CC1N(C(=O)OCC1=CC=CC=C1)Cl)S(=O)(=O)[O-] (2-Oxo-3-[N-chloro-N-[(phenylmethoxy)carbonyl]amino]-1-azetidinesulfonic acid, tetrabutylammonium salt). RXN SMILES: [CH2:1]([N+:5]([CH2:14][CH2:15][CH2:16][CH3:17])([CH2:10][CH2:11][CH2:12][CH3:13])[CH2:6][CH2:7][CH2:8][CH3:9])[CH2:2][CH2:3][CH3:4].[O:18]=[C:19]1[C@@H:22]([NH:23][C:24]([O:26][CH2:27][C:28]2[CH:33]=[CH:32][CH:31]=[CH:30][CH:29]=2)=[O:25])[CH2:21][N:20]1[S:34]([O-:37])(=[O:36])=[O:35].O.O.O.O.O.O.O.O.O.O.B([O-])([O-])[O-].[Na+].[Na+].[Na+].[Cl:55][O-].[Na+]>C(Cl)Cl.O.P([O-])([O-])([O-])=O.[K+].[K+].[K+]>[CH2:14]([N+:5]([CH2:1][CH2:2][CH2:3][CH3:4])([CH2:6][CH2:7][CH2:8][CH3:9])[CH2:10][CH2:11][CH2:12][CH3:13])[CH2:15][CH2:16][CH3:17].[O:18]=[C:19]1[CH:22]([N:23]([Cl:55])[C:24]([O:26][CH2:27][C:28]2[CH:33]=[CH:32][CH:31]=[CH:30][CH:29]=2)=[O:25])[CH2:21][N:20]1[S:34]([O-:37])(=[O:35])=[O:36] |f:0.1,2.3.4.5.6.7.8.9.10.11.12.13.14.15,16.17,20.21.22.23,24.25|. Procedure: (S)-2-Oxo-3-[[(phenylmethoxy)carbonyl]amino]-1-azetidinesulfonic acid, tetrabutylammonium salt (0.9 g; see Example 4) dissolved in 80 ml of methylene chloride is added to a mixture (cooled to 0°-5° C.) of 3.17 g of sodium borate decahydrate and 11.8 ml of a 5.25% sodium hypochlorite solution in 70 ml of water. The reaction mixture is vigorously stirred for 55 minutes while cooling in an ice bath. After diluting the mixture with 0.5M monobasic potassium phosphate solution, the product is extracte... Reactants: C(C)[C@]12[C@H](CC[C@H]2[C@H]2[C@H](CC1)[C@H]1CCCC=C1CC2)O (13β-ethyl-gon-4-en-17β-ol). Solvent: CC(=O)C (acetone), [Cr](=O)(=O)(O)O (chromic acid). Yields the product C(C)[C@]12C(CC[C@H]2[C@H]2[C@H](CC1)[C@H]1CCCC=C1CC2)=O (13β-ethyl-gon-4-en-17-one). Isolated yield 83.4%. RXN SMILES: [CH2:1]([C@:3]12[CH2:11][CH2:10][C@@H:9]3[C@@H:12]4[C:17]([CH2:18][CH2:19][C@H:8]3[C@@H:7]1[CH2:6][CH2:5][C@@H:4]2[OH:20])=[CH:16][CH2:15][CH2:14][CH2:13]4)[CH3:2]>CC(C)=O.[Cr](O)(O)(=O)=O>[CH2:1]([C@:3]12[CH2:11][CH2:10][C@@H:9]3[C@@H:12]4[C:17]([CH2:18][CH2:19][C@H:8]3[C@@H:7]1[CH2:6][CH2:5][C:4]2=[O:20])=[CH:16][CH2:15][CH2:14][CH2:13]4)[CH3:2]. Procedure details: Dissolve 13β-ethyl-gon-4-en-17β-ol (0.29 g.) in acetone (40 cc.) and 8N-chromic acid dropwise with stirring until the solution become permanently orange and then add isopropanol (3 cc.) and evaporate the solution to small bulk (ca. 5 cc.). Add water and extract the mixture with ether. Wash, dry and evaporate the ethereal solution to obtain 13β-ethyl-gon-4-en-17-one (0.24 g.), m.p. 101°-102° C. Purify by recrystallization from methanol to obtain the pure product, m.p. 102.5°-103.5° C.